This data is from the Open Reaction Database (ORD), a public repository of structured organic reaction records. The task is: describe an organic reaction: reactants, conditions, products, and yield Reactants: FC=1C=C(C=CC1F)[C@@H]1COC[C@@H](N1)C(C)O (1-[(3R,5R)-5-(3,4-difluorophenyl)morpholine-3-yl]ethanol), resultant solution, N1=CC=CC=C1 (pyridine), C(C(=O)Cl)(=O)Cl (oxalyl chloride). Run in ClCCl (dichloromethane), O (water). Yields the product FC=1C=C(C=CC1F)[C@H]1N2[C@H](COC1)[C@@H](OC(C2=O)=O)C ((1S,6R,9aR)-6-(3,4-difluorophenyl)-1-methyltetrahydro-[1,4]oxazino[3,4-c][1,4]oxazine-3,4-dione). Reaction SMILES: [F:1][C:2]1[CH:3]=[C:4]([C@H:9]2[NH:14][C@@H:13]([CH:15]([OH:17])[CH3:16])[CH2:12][O:11][CH2:10]2)[CH:5]=[CH:6][C:7]=1[F:8].N1C=CC=CC=1.[C:24](Cl)(=[O:28])[C:25](Cl)=[O:26]>ClCCl.O>[F:1][C:2]1[CH:3]=[C:4]([C@@H:9]2[CH2:10][O:11][CH2:12][C@@H:13]3[C@H:15]([CH3:16])[O:17][C:24](=[O:28])[C:25](=[O:26])[N:14]23)[CH:5]=[CH:6][C:7]=1[F:8]. Procedure details: To a solution consisting of 1-[(3R,5R)-5-(3,4-difluorophenyl)morpholine-3-yl]ethanol (424 mg) and pyridine (2 mL) in dichloromethane (8 mL) was dropwise added oxalyl chloride (417 μL) while cooling with ice. The resultant solution was stirred at the same temperature for 30 minutes. The reaction solution was diluted with water, and the organic layer was partitioned. The organic layer was then dried over magnesium sulfate. Solvent was removed by distillation under reduced pressure, and the resulti...